Dataset: the Open Reaction Database (ORD), a public repository of structured organic reaction records. Task: describe an organic reaction: reactants, conditions, products, and yield Reactants: CC(=O)OC1OC(C)C(OC(C)=O)C1OC(C)=O, O=C([O-])O, Cc1ccccc1, CC#N, Nc1nc(=O)[nH]cc1I, C[N+](=O)[O-], [Na+], O. Yields the product CC(=O)OC1C(C)OC(n2cc(I)c(N)nc2=O)C1OC(C)=O. Reaction SMILES: [C:17]([O:18][CH:21]1[CH:22]([O:23][C:24]([CH3:25])=[O:26])[CH:27]([O:28][C:29]([CH3:30])=[O:31])[CH:32]([CH3:34])[O:33]1)(=[O:19])[CH3:20].[C:35](=[O:36])([OH:37])[O-:38].[CH3:10][c:11]1[cH:12][cH:13][cH:14][cH:15][cH:16]1.[CH3:45][C:46]#[N:47].[I:1][c:2]1[c:3]([NH2:9])[n:4][c:5](=[O:8])[nH:6][cH:7]1.[N+:40]([CH3:41])([O-:42])=[O:43].[Na+:39].[OH2:44]>>[I:1][c:2]1[c:3]([NH2:9])[n:4][c:5](=[O:8])[n:6]([CH:21]2[CH:22]([O:23][C:24]([CH3:25])=[O:26])[CH:27]([O:28][C:29]([CH3:30])=[O:31])[CH:32]([CH3:34])[O:33]2)[cH:7]1. Reactants: C1CCOC1, CN, O=C(Cl)C(=O)Cl, COc1ccc(CC(=O)O)c(Cl)c1, ClCCl, CN(C)C=O. Product: CNC(=O)Cc1ccc(OC)cc1Cl. RXN SMILES: [CH2:22]1[O:23][CH2:24][CH2:25][CH2:26]1.[CH3:20][NH2:21].[Cl:14][C:15]([C:16]([Cl:17])=[O:18])=[O:19].[Cl:1][c:2]1[c:3]([CH2:10][C:11](=[O:12])[OH:13])[cH:4][cH:5][c:6]([O:8][CH3:9])[cH:7]1.[Cl:27][CH2:28][Cl:29].[O:30]=[CH:31][N:32]([CH3:33])[CH3:34]>>[Cl:1][c:2]1[c:3]([CH2:10][C:11](=[O:13])[NH:21][CH3:20])[cH:4][cH:5][c:6]([O:8][CH3:9])[cH:7]1. Starting materials: C1COCCN1, CCOC(C)=O, COc1cc([N+](=O)[O-])ccc1Cl. Product: COc1cc([N+](=O)[O-])ccc1N1CCOCC1. Reaction SMILES: [CH2:13]1[CH2:14][O:15][CH2:16][CH2:17][NH:18]1.[CH3:19][CH2:20][O:21][C:22](=[O:23])[CH3:24].[Cl:1][c:2]1[c:3]([O:11][CH3:12])[cH:4][c:5]([N+:8](=[O:9])[O-:10])[cH:6][cH:7]1>>[c:2]1([N:18]2[CH2:13][CH2:14][O:15][CH2:16][CH2:17]2)[c:3]([O:11][CH3:12])[cH:4][c:5]([N+:8](=[O:9])[O-:10])[cH:6][cH:7]1. Reactants: CC(=O)OC(C)CCCCn1c(=O)c2c(nc(CCl)n2Cc2ccccc2)n(C)c1=O, Cl. Product: CC(O)CCCCn1c(=O)c2c(nc(CCl)n2Cc2ccccc2)n(C)c1=O. RXN SMILES: [C:1](=[O:2])([CH3:3])[O:4][CH:5]([CH2:6][CH2:7][CH2:8][CH2:9][n:10]1[c:11](=[O:12])[n:13]([CH3:30])[c:14]2[n:15][c:16]([CH2:28][Cl:29])[n:17]([CH2:21][c:22]3[cH:23][cH:24][cH:25][cH:26][cH:27]3)[c:18]2[c:19]1=[O:20])[CH3:31].[ClH:32]>>[OH:4][CH:5]([CH2:6][CH2:7][CH2:8][CH2:9][n:10]1[c:11](=[O:12])[n:13]([CH3:30])[c:14]2[n:15][c:16]([CH2:28][Cl:29])[n:17]([CH2:21][c:22]3[cH:23][cH:24][cH:25][cH:26][cH:27]3)[c:18]2[c:19]1=[O:20])[CH3:31]. RXN SMILES: [C:1]1([C:7]([CH2:9][C:10]2[CH:15]=[CH:14][CH:13]=[CH:12][CH:11]=2)=[O:8])[CH:6]=[CH:5][CH:4]=[CH:3][CH:2]=1.Br[CH2:17][CH2:18][CH2:19][Cl:20]>>[Cl:20][CH2:19][CH2:18][CH2:17][CH:9]([C:10]1[CH:11]=[CH:12][CH:13]=[CH:14][CH:15]=1)[C:7]([C:1]1[CH:2]=[CH:3][CH:4]=[CH:5][CH:6]=1)=[O:8]. Reaction conditions: time 15 minute. Procedure: The compound is prepared from 19.6 g of desoxybenzoin, which is alkylated with 15.8 g of 3-bromo-1-chloropropane according to the procedure described in Example 17, method 1, except that the reaction time is only 15 min at room temperature. The product is recrystallized from methanol. The yield is 16.6 g (61%) of a product having m.p. 72°-4° C. Product: ClCCCC(C(=O)C1=CC=CC=C1)C1=CC=CC=C1 (5-chloro-1,2-diphenylpentan-1-one). Starting materials: C1(=CC=CC=C1)C(=O)CC1=CC=CC=C1 (desoxybenzoin), BrCCCCl (3-bromo-1-chloropropane). Yields the product ClC(C(=O)NC1=C(C(=NN1C1=C(C=C(C=C1Cl)C(F)(F)F)Cl)C#N)SC(F)(F)F)C (5-(2-Chloropropionylamino)-1-(2,6-dichloro-4-trifluoromethylphenyl)-3-cyano-4-trifluoromethylthiopyrazole). Reactants: NC1=C(C(=NN1C1=C(C=C(C=C1Cl)C(F)(F)F)Cl)C#N)SC(F)(F)F (5-amino-1-(2,6-dichloro-4-trifluoromethylphenyl)-3-cyano-4-trifluoromethylthiopyrazole), ClC(C(=O)Cl)C (2-chloropropionyl chloride). RXN SMILES: [NH2:1][C:2]1[N:6]([C:7]2[C:12]([Cl:13])=[CH:11][C:10]([C:14]([F:17])([F:16])[F:15])=[CH:9][C:8]=2[Cl:18])[N:5]=[C:4]([C:19]#[N:20])[C:3]=1[S:21][C:22]([F:25])([F:24])[F:23].[Cl:26][CH:27]([CH3:31])[C:28](Cl)=[O:29]>C1(C)C=CC=CC=1.[Cl-].[Zn+2].[Cl-]>[Cl:26][CH:27]([CH3:31])[C:28]([NH:1][C:2]1[N:6]([C:7]2[C:12]([Cl:13])=[CH:11][C:10]([C:14]([F:15])([F:16])[F:17])=[CH:9][C:8]=2[Cl:18])[N:5]=[C:4]([C:19]#[N:20])[C:3]=1[S:21][C:22]([F:25])([F:24])[F:23])=[O:29] |f:3.4.5|. The solvent is C1(=CC=CC=C1)C (toluene). The reagents and catalysts are [Cl-].[Zn+2].[Cl-] (zinc chloride). Procedure: To a mixture of 5-amino-1-(2,6-dichloro-4-trifluoromethylphenyl)-3-cyano-4-trifluoromethylthiopyrazole (8.0 g, 19.0 mmol) in toluene was added 2-chloropropionyl chloride (3.62 g, 28.5 mmol), then zinc chloride (0.77 g, 5.7 mmol). The mixture was heated at reflux for 16 hours. After extractive workup and recrystallisation with heptane-ethyl acetate (1:1) the title product was obtained (7.02 g), 19F-NMR: −43.7; −64.2 ppm.